Task: describe an organic reaction: reactants, conditions, products, and yield. Dataset: the Open Reaction Database (ORD), a public repository of structured organic reaction records The reactants are ClCCCl, CSc1nc(-c2cc(C(=O)O)ccc2C)c2ccc(=O)n(-c3c(F)cccc3F)c2n1, Nc1ccc(F)cc1. Product: CSc1nc(-c2cc(C(=O)Nc3ccc(F)cc3)ccc2C)c2ccc(=O)n(-c3c(F)cccc3F)c2n1. Reaction SMILES: [CH2:40]([Cl:41])[CH2:42][Cl:43].[F:1][c:2]1[c:3](-[n:9]2[c:10](=[O:31])[cH:11][cH:12][c:13]3[c:14]2[n:15][c:16]([S:29][CH3:30])[n:17][c:18]3-[c:19]2[cH:20][c:21]([C:22](=[O:23])[OH:24])[cH:25][cH:26][c:27]2[CH3:28])[c:4]([F:8])[cH:5][cH:6][cH:7]1.[NH2:32][c:33]1[cH:34][cH:35][c:36]([F:37])[cH:38][cH:39]1>>[F:1][c:2]1[c:3](-[n:9]2[c:10](=[O:31])[cH:11][cH:12][c:13]3[c:14]2[n:15][c:16]([S:29][CH3:30])[n:17][c:18]3-[c:19]2[cH:20][c:21]([C:22](=[O:23])[NH:32][c:33]3[cH:34][cH:35][c:36]([F:37])[cH:38][cH:39]3)[cH:25][cH:26][c:27]2[CH3:28])[c:4]([F:8])[cH:5][cH:6][cH:7]1. Reactants: [Cr](=O)(=O)([O-])O[Cr](=O)(=O)[O-].[NH+]1=CC=CC=C1.[NH+]1=CC=CC=C1 (pyridinium dichromate), OC(C)C1=NSC2=C1C=C(C=C2)N2C(N(C(=CC2=O)C(F)(F)F)C)=O (3-[3-(1-hydroxyethyl)-1,2-benzisothiazol-5-yl]-1-methyl-6-(trifluoromethyl)-2,4(1H,3H)-pyrimidinedione), resultant mixture. Run in CCOCC (ether), C(Cl)Cl (methylene chloride). Product: C(C)(=O)C1=NSC2=C1C=C(C=C2)N2C(N(C(=CC2=O)C(F)(F)F)C)=O (3-(3-Acetyl-1,2-benzisothiazol-5-yl)-1-methyl-6-(trifluoromethyl)-2,4(1H,3H)-pyrimidinedione). Yield: 59.2%. Reaction SMILES: [OH:1][CH:2]([C:4]1[C:8]2[CH:9]=[C:10]([N:13]3[C:18](=[O:19])[CH:17]=[C:16]([C:20]([F:23])([F:22])[F:21])[N:15]([CH3:24])[C:14]3=[O:25])[CH:11]=[CH:12][C:7]=2[S:6][N:5]=1)[CH3:3].[Cr](O[Cr]([O-])(=O)=O)([O-])(=O)=O.[NH+]1C=CC=CC=1.[NH+]1C=CC=CC=1>C(Cl)Cl.CCOCC>[C:2]([C:4]1[C:8]2[CH:9]=[C:10]([N:13]3[C:18](=[O:19])[CH:17]=[C:16]([C:20]([F:22])([F:23])[F:21])[N:15]([CH3:24])[C:14]3=[O:25])[CH:11]=[CH:12][C:7]=2[S:6][N:5]=1)(=[O:1])[CH3:3] |f:1.2.3|. Reported procedure: To a solution of 3-[3-(1-hydroxyethyl)-1,2-benzisothiazol-5-yl]-1-methyl-6-(trifluoromethyl)-2,4(1H,3H)-pyrimidinedione (3.99 g, 0.0107 mol) in dry methylene chloride under a nitrogen atmosphere is added powdered 4 Å molecular sieves followed by pyridinium dichromate (4.85 g, 0.0129 mol). The resultant mixture is stirred 22 hours at room temperature, diluted with ether, filtered through silica gel and diatomaceous earth, and concentrated in vacuo to a solid. The solid is recrystallized from ethy... The reactants are C(C)(=O)NC1=C(C(=O)O)C=C(C=C1[N+](=O)[O-])F (2-Acetamido-5-fluoro-3-nitrobenzoic acid), Cl (hydrochloric acid). Yields the product NC1=C(C(=O)O)C=C(C=C1[N+](=O)[O-])F (2-amino-5-fluoro-3-nitrobenzoic acid). The yield is 91.5%. As a reaction SMILES: C([NH:4][C:5]1[C:13]([N+:14]([O-:16])=[O:15])=[CH:12][C:11]([F:17])=[CH:10][C:6]=1[C:7]([OH:9])=[O:8])(=O)C.Cl>>[NH2:4][C:5]1[C:13]([N+:14]([O-:16])=[O:15])=[CH:12][C:11]([F:17])=[CH:10][C:6]=1[C:7]([OH:9])=[O:8]. Procedure: 2-Acetamido-5-fluoro-3-nitrobenzoic acid (200 mg, 0.83 mmol) was added to 3N hydrochloric acid (4.0 mL) and the solution allowed to reflux for 7 hours whereby the solution contained a bright yellow precipitate. The reaction was cooled to room temperature and the precipitate collected and dried to produce 2-amino-5-fluoro-3-nitrobenzoic acid (152 mg, 92%) as a yellow solid. Procedure details: An ethanol solution of Compound 2 (35 mg, 0.080 mmol) and cyclohexene (0.3 ml, 3.0 mmols) were added to an ethanol suspension of 30 mg of 20% Pd(OH)2/C, and the mixture was heated under reflux for 2 hours. The catalyst was removed by filtration, and the solvent was distilled off under reduced pressure. Then, the resulting 5′-O-mesyl-5-methyl-2′-O,4′-C-methyleneuridine (Compound 3) obtained as a white solid (27 mg) was used for the next reaction without being purified. The solvent is C(C)O (ethanol), C(C)O (ethanol). Reactants: C(C1=CC=CC=C1)O[C@H]1[C@@H]2[C@@H](O[C@@]1(COS(=O)(=O)C)CO2)N2C(=O)NC(=O)C(=C2)C (3′-O-Benzyl-5′-O-mesyl-5-methyl-2′-O,4′-C-methyleneuridine), C1=CCCCC1 (cyclohexene). The reagents and catalysts are [OH-].[OH-].[Pd+2] (Pd(OH)2/C). The product is S(=O)(=O)(C)OC[C@]12[C@H]([C@H]([C@@H](O1)N1C(=O)NC(=O)C(=C1)C)OC2)O (5′-O-mesyl-5-methyl-2′-O,4′-C-methyleneuridine), solid. Reaction SMILES: C([O:8][C@@H:9]1[C@@:13]2([CH2:20][O:21][C@H:10]1[C@H:11]([N:22]1[CH:29]=[C:28]([CH3:30])[C:26](=[O:27])[NH:25][C:23]1=[O:24])[O:12]2)[CH2:14][O:15][S:16]([CH3:19])(=[O:18])=[O:17])C1C=CC=CC=1.C1CCCCC=1>[OH-].[OH-].[Pd+2].C(O)C>[S:16]([O:15][CH2:14][C@@:13]12[CH2:20][O:21][C@@H:10]([C@H:11]([N:22]3[CH:29]=[C:28]([CH3:30])[C:26](=[O:27])[NH:25][C:23]3=[O:24])[O:12]1)[C@@H:9]2[OH:8])([CH3:19])(=[O:17])=[O:18] |f:2.3.4|. The reactants are C(C)(C)(C)C1=C(N)C=CC=C1 (2-tert-butylaniline), [Br-].[Br-].[Br-].C(CCC)[N+](CCCC)(CCCC)CCCC.C(CCC)[N+](CCCC)(CCCC)CCCC.C(CCC)[N+](CCCC)(CCCC)CCCC (tetrabutylammonium tribromide), O (water). Yields the product BrC1=CC(=C(N)C=C1)C(C)(C)C (4-bromo-2-tert-butylaniline). Run in C1CCOC1 (THF). Run at time 30 minute. The yield is 97.6%. Reaction SMILES: [C:1]([C:5]1[CH:11]=[CH:10][CH:9]=[CH:8][C:6]=1[NH2:7])([CH3:4])([CH3:3])[CH3:2].[Br-:12].[Br-].[Br-].C([N+](CCCC)(CCCC)CCCC)CCC.C([N+](CCCC)(CCCC)CCCC)CCC.C([N+](CCCC)(CCCC)CCCC)CCC.O>C1COCC1>[Br:12][C:10]1[CH:9]=[CH:8][C:6]([NH2:7])=[C:5]([C:1]([CH3:4])([CH3:2])[CH3:3])[CH:11]=1 |f:1.2.3.4.5.6|. Procedure: To a solution of 2-tert-butylaniline (50 g, 335 mmol) in THF (500 mL) was added tetrabutylammonium tribromide (234.5 g, 335 mmol) at 0° C. After the solution was stirred for 30 minutes at that temperature, it was poured into water and extracted with ethyl acetate. The organic layer was washed with saturated Na2S2O3 solution and brine, dried over anhydrous magnesium sulfate, and concentrated under reduced pressure to give the crude product. The product was purified by flash column chromatography ... Yield: 66.0%. Procedure: Using 4-iodo-2-(trifluoromethyl)benzonitrile (605 mg), (4S,5S)-5-ethyl-4-hydroxy-4-methylpyrrolidin-2-one (350 mg), 4,5-bis(diphenylphosphino)-9,9-dimethylxanthene (180 mg), 5 tris(dibenzylideneacetone)dipalladium(0) (93 mg) and cesium carbonate (929 mg), and in the same manner as in Example 62, the title compound was obtained as a white powder (yield: 422 mg, 66%). As a reaction SMILES: I[C:2]1[CH:9]=[CH:8][C:5]([C:6]#[N:7])=[C:4]([C:10]([F:13])([F:12])[F:11])[CH:3]=1.[CH2:14]([C@@H:16]1[NH:20][C:19](=[O:21])[CH2:18][C@@:17]1([OH:23])[CH3:22])[CH3:15].C1(P(C2C=CC=CC=2)C2C3OC4C(=CC=CC=4P(C4C=CC=CC=4)C4C=CC=CC=4)C(C)(C)C=3C=CC=2)C=CC=CC=1.C(=O)([O-])[O-].[Cs+].[Cs+]>C1C=CC(/C=C/C(/C=C/C2C=CC=CC=2)=O)=CC=1.C1C=CC(/C=C/C(/C=C/C2C=CC=CC=2)=O)=CC=1.C1C=CC(/C=C/C(/C=C/C2C=CC=CC=2)=O)=CC=1.[Pd].[Pd]>[CH2:14]([C@H:16]1[C@:17]([OH:23])([CH3:22])[CH2:18][C:19](=[O:21])[N:20]1[C:2]1[CH:9]=[CH:8][C:5]([C:6]#[N:7])=[C:4]([C:10]([F:13])([F:12])[F:11])[CH:3]=1)[CH3:15] |f:3.4.5,6.7.8.9.10|. The reagents and catalysts are C=1C=CC(=CC1)/C=C/C(=O)/C=C/C2=CC=CC=C2.C=1C=CC(=CC1)/C=C/C(=O)/C=C/C2=CC=CC=C2.C=1C=CC(=CC1)/C=C/C(=O)/C=C/C2=CC=CC=C2.[Pd].[Pd] (tris(dibenzylideneacetone)dipalladium(0)). The reactants are C1(=CC=CC=C1)P(C1=CC=CC=2C(C3=CC=CC(=C3OC12)P(C1=CC=CC=C1)C1=CC=CC=C1)(C)C)C1=CC=CC=C1 (4,5-bis(diphenylphosphino)-9,9-dimethylxanthene), C([O-])([O-])=O.[Cs+].[Cs+] (cesium carbonate), IC1=CC(=C(C#N)C=C1)C(F)(F)F (4-iodo-2-(trifluoromethyl)benzonitrile), C(C)[C@H]1[C@@](CC(N1)=O)(C)O ((4S,5S)-5-ethyl-4-hydroxy-4-methylpyrrolidin-2-one). Product: C(C)[C@@H]1N(C(C[C@]1(C)O)=O)C1=CC(=C(C#N)C=C1)C(F)(F)F (4-[(2S,3S)-2-ethyl-3-hydroxy-3-methyl-5-oxopyrrolidin-1-yl]-2-(trifluoromethyl)benzonitrile), powder.